This data is from the Open Reaction Database (ORD), a public repository of structured organic reaction records. The task is: describe an organic reaction: reactants, conditions, products, and yield The reactants are O=C([O-])O, ClC(Cl)Cl, S=C(Cl)Cl, CN1CCN(c2cc3nc(C(C)(C)C)sc3cc2N)CC1, [Na+], [Na+], [OH-], O. Yields the product CN1CCN(c2cc3nc(C(C)(C)C)sc3cc2N=C=S)CC1. Reaction SMILES: [C:22](=[O:23])([OH:24])[O-:25].[CH:33]([Cl:34])([Cl:35])[Cl:36].[Cl:27][C:28]([Cl:29])=[S:30].[NH2:1][c:2]1[cH:3][c:4]2[c:5]([n:6][c:7]([C:9]([CH3:10])([CH3:11])[CH3:12])[s:8]2)[cH:13][c:14]1[N:15]1[CH2:16][CH2:17][N:18]([CH3:21])[CH2:19][CH2:20]1.[Na+:26].[Na+:32].[OH-:31].[OH2:37]>>[N:1]([c:2]1[cH:3][c:4]2[c:5]([n:6][c:7]([C:9]([CH3:10])([CH3:11])[CH3:12])[s:8]2)[cH:13][c:14]1[N:15]1[CH2:16][CH2:17][N:18]([CH3:21])[CH2:19][CH2:20]1)=[C:28]=[S:30]. Product: CCOC(=O)N(C)C1CCC=C(C#Cc2ccccc2)C1. Starting materials: CCOC(=O)NC1CCC=C(C#Cc2ccccc2)C1, C1CCOC1, CI, [H-], [Na+], CN(C)C=O. RXN SMILES: [CH2:1]([CH3:2])[O:3][C:4]([NH:5][CH:6]1[CH2:7][C:8]([C:12]#[C:13][c:14]2[cH:15][cH:16][cH:17][cH:18][cH:19]2)=[CH:9][CH2:10][CH2:11]1)=[O:20].[CH2:30]1[O:31][CH2:32][CH2:33][CH2:34]1.[CH3:23][I:24].[H-:22].[Na+:21].[O:25]=[CH:26][N:27]([CH3:28])[CH3:29]>>[CH2:1]([CH3:2])[O:3][C:4]([N:5]([CH:6]1[CH2:7][C:8]([C:12]#[C:13][c:14]2[cH:15][cH:16][cH:17][cH:18][cH:19]2)=[CH:9][CH2:10][CH2:11]1)[CH3:23])=[O:20]. Reactants: CCn1c(=O)n(OCc2ccccc2)c(=O)c2cc(F)c(Cl)nc21, CN1CCNCC1, ClCCl. Yields the product CCn1c(=O)n(OCc2ccccc2)c(=O)c2cc(F)c(N3CCN(C)CC3)nc21. As a reaction SMILES: [CH2:1]([c:2]1[cH:3][cH:4][cH:5][cH:6][cH:7]1)[O:8][n:9]1[c:10](=[O:24])[n:11]([CH2:22][CH3:23])[c:12]2[c:13]([c:14]1=[O:15])[cH:16][c:17]([F:21])[c:18]([Cl:20])[n:19]2.[CH3:25][N:26]1[CH2:27][CH2:28][NH:29][CH2:30][CH2:31]1.[Cl:32][CH2:33][Cl:34]>>[CH2:1]([c:2]1[cH:3][cH:4][cH:5][cH:6][cH:7]1)[O:8][n:9]1[c:10](=[O:24])[n:11]([CH2:22][CH3:23])[c:12]2[c:13]([c:14]1=[O:15])[cH:16][c:17]([F:21])[c:18]([N:29]1[CH2:28][CH2:27][N:26]([CH3:25])[CH2:31][CH2:30]1)[n:19]2. The reactants are [Li]CCCC (n-BuLi), C1CO1 (ethylene oxide), C1=CC=CC=2C3=CC=CC=C3CC12 (fluorene). The solvent is hexanes, CCOCC (Et2O), C1CCOC1 (THF). Conditions: time 1.5 hour. Yields the product C1=CC=CC=2C3=CC=CC=C3C(C12)CCO (2-(9-Fluorenyl)ethanol). Isolated yield 66.5%. As a reaction SMILES: [CH:1]1[C:13]2[CH2:12][C:11]3[C:6](=[CH:7][CH:8]=[CH:9][CH:10]=3)[C:5]=2[CH:4]=[CH:3][CH:2]=1.[Li]CCCC.[CH2:19]1[O:21][CH2:20]1>C1COCC1.CCOCC>[CH:1]1[C:13]2[CH:12]([CH2:19][CH2:20][OH:21])[C:11]3[C:6](=[CH:7][CH:8]=[CH:9][CH:10]=3)[C:5]=2[CH:4]=[CH:3][CH:2]=1. Procedure details: To a stirred, cooled (-78° C.) solution of 6.00 g (36.1 mmol) of fluorene in 75 mL of THF was added 15.4 mL (36.2 mmol) of 2.35 M n-BuLi in hexanes dropwise. The resulting dark orange mixture was stirred for 1.5 h and 26.0 mL (36.4 mmol) of 1.4 M ethylene oxide in Et2O was added. The resulting bright orange mixture was warmed slowly to room temperature over 3.5 h, quenched with saturated aqueous NH4Cl and concentrated at reduced pressure. The residue was poured into water and extracted twice wit... Starting materials: CN(C(=O)OCc1ccccc1)c1cc(Br)cc(C#N)c1, CC(C)(C)OC(=O)C(N)Br. The product is C=C(C)c1cc(C#N)cc(N(C)C(=O)OCc2ccccc2)c1. Reaction SMILES: [Br:1][c:2]1[cH:3][c:4]([N:10]([C:11]([O:12][CH2:13][c:14]2[cH:15][cH:16][cH:17][cH:18][cH:19]2)=[O:20])[CH3:21])[cH:5][c:6]([C:8]#[N:9])[cH:7]1.[C:22]([CH:23]([Br:24])[NH2:28])([O:29][C:25]([CH3:26])([CH3:27])[CH3:30])=[O:31]>>[c:2]1([C:25](=[CH2:26])[CH3:27])[cH:3][c:4]([N:10]([C:11]([O:12][CH2:13][c:14]2[cH:15][cH:16][cH:17][cH:18][cH:19]2)=[O:20])[CH3:21])[cH:5][c:6]([C:8]#[N:9])[cH:7]1. Starting materials: CC(O)(CO)C(=O)Nc1ccc(C#N)c(C(F)(F)F)c1, CS(=O)(=O)Cl, ClCCl, c1ccncc1. The product is CC(O)(COS(C)(=O)=O)C(=O)Nc1ccc(C#N)c(C(F)(F)F)c1. As a reaction SMILES: [C:1](#[N:2])[c:3]1[c:4]([C:17]([F:18])([F:19])[F:20])[cH:5][c:6]([NH:9][C:10]([C:11]([CH2:12][OH:13])([CH3:14])[OH:15])=[O:16])[cH:7][cH:8]1.[CH3:27][S:28]([Cl:29])(=[O:30])=[O:31].[Cl:32][CH2:33][Cl:34].[cH:21]1[cH:22][cH:23][n:24][cH:25][cH:26]1>>[C:1](#[N:2])[c:3]1[c:4]([C:17]([F:18])([F:19])[F:20])[cH:5][c:6]([NH:9][C:10]([C:11]([CH2:12][O:13][S:28]([CH3:27])(=[O:30])=[O:31])([CH3:14])[OH:15])=[O:16])[cH:7][cH:8]1. Starting materials: N1(CCOCC1)C=1N=C(NC(C1)=O)CC(=O)[O-].[Na+] (sodium [4-(morpholin-4-yl)-6-oxo-1,6-dihydropyrimidin-2-yl]acetate), CC1=C(N)C=CC=C1C (2,3-dimethylaniline). The product is CC1=C(C=CC=C1C)NC(CC=1NC(C=C(N1)N1CCOCC1)=O)=O (N-(2,3-dimethylphenyl)-2-[4-(morpholin-4-yl)-6-oxo-1,6-dihydropyrimidin-2-yl]acetamide). The yield is 55.8%. As a reaction SMILES: [N:1]1([C:7]2[N:8]=[C:9]([CH2:14][C:15]([O-:17])=O)[NH:10][C:11](=[O:13])[CH:12]=2)[CH2:6][CH2:5][O:4][CH2:3][CH2:2]1.[Na+].[CH3:19][C:20]1[C:26]([CH3:27])=[CH:25][CH:24]=[CH:23][C:21]=1[NH2:22]>>[CH3:19][C:20]1[C:26]([CH3:27])=[CH:25][CH:24]=[CH:23][C:21]=1[NH:22][C:15](=[O:17])[CH2:14][C:9]1[NH:10][C:11](=[O:13])[CH:12]=[C:7]([N:1]2[CH2:2][CH2:3][O:4][CH2:5][CH2:6]2)[N:8]=1 |f:0.1|. Reported procedure: The product is prepared according to the procedure described in Example 5, using 260 mg of sodium [4-(morpholin-4-yl)-6-oxo-1,6-dihydropyrimidin-2-yl]acetate and 242 mg of 2,3-dimethylaniline in place of the 2,4-difluoroaniline. 190 mg of N-(2,3-dimethylphenyl)-2-[4-(morpholin-4-yl)-6-oxo-1,6-dihydropyrimidin-2-yl]acetamide are obtained in the form of a white solid, the characteristics of which are the following: The reactants are COC(COC1=CC(=CC=C1)C1=NC(=C(C(=N1)OC)OC1=C(C=CC=C1)OC)NS(=O)(=O)C1=NC=C(C=C1)C)=O ({3-[4-methoxy-5-(2-methoxy-phenoxy)-6-(5-methyl-pyridine-2-sulfonylamino)-pyrimidin-2-yl]-phenoxy}-acetic acid methyl ester), COC(COC1=CC(=CC=C1)C1=NC(=C(C(=N1)OC)OC1=C(C=CC=C1)OC)NS(=O)(=O)C1=NC=C(C=C1)C)=O ({3-[4-methoxy-5-(2-methoxy-phenoxy)-6-(5-methyl-pyridine-2-sulfonylamino)-pyrimidin-2-yl]-phenoxy}-acetic acid methyl ester), [Cl-].[Cl-].[Ca+2] (CaCl2), [BH4-].[Na+] (NaBH4). Solvent: CCO.C1CCOC1 (EtOH THF). Run at time 1.5 hour. Product: OCCOC=1C=C(C=CC1)C1=NC(=C(C(=N1)NS(=O)(=O)C1=NC=C(C=C1)C)OC1=C(C=CC=C1)OC)OC (5-methyl-pyridine-2-sulfonic acid [2-[3-(2-hydroxy-ethoxy)-phenyl]-6-methoxy-5-(2-methoxy-phenoxy)-pyrimidin-4-yl]-amide). As a reaction SMILES: C[O:2][C:3](=O)[CH2:4][O:5][C:6]1[CH:11]=[CH:10][CH:9]=[C:8]([C:12]2[N:17]=[C:16]([O:18][CH3:19])[C:15]([O:20][C:21]3[CH:26]=[CH:25][CH:24]=[CH:23][C:22]=3[O:27][CH3:28])=[C:14]([NH:29][S:30]([C:33]3[CH:38]=[CH:37][C:36]([CH3:39])=[CH:35][N:34]=3)(=[O:32])=[O:31])[N:13]=2)[CH:7]=1.[Cl-].[Cl-].[Ca+2].[BH4-].[Na+]>CCO.C1COCC1>[OH:2][CH2:3][CH2:4][O:5][C:6]1[CH:7]=[C:8]([C:12]2[N:13]=[C:14]([NH:29][S:30]([C:33]3[CH:38]=[CH:37][C:36]([CH3:39])=[CH:35][N:34]=3)(=[O:31])=[O:32])[C:15]([O:20][C:21]3[CH:26]=[CH:25][CH:24]=[CH:23][C:22]=3[O:27][CH3:28])=[C:16]([O:18][CH3:19])[N:17]=2)[CH:9]=[CH:10][CH:11]=1 |f:1.2.3,4.5,6.7|. Procedure: 70 mg of {3-[4-methoxy-5-(2-methoxy-phenoxy)-6-(5-methyl-pyridine-2-sulfonylamino)-pyrimidin-2-yl]-phenoxy}-acetic acid methyl ester, product of example 2, were dissolved in a mixture of EtOH/THF (each 3 ml) on gentle warming and subsequently treated with 27.4 mg of CaCl2 and 18.7 mg of NaBH4 at RT. The reaction mixture was stirred at RT for 1.5 h until which time starting material was consumed according to TLC analysis (CH2Cl2/EtOAc: 3/1). The mixture was partitioned between 10% citric acid and... Reactants: Cc1cccc2nc(C(CCCN)NC(=O)OC(C)(C)C)n(-c3ccccc3)c(=O)c12, CC(=O)O[BH-](OC(C)=O)OC(C)=O, CC=O, ClCCCl, [Na+]. Yields the product CCN(CC)CCCC(NC(=O)OC(C)(C)C)c1nc2cccc(C)c2c(=O)n1-c1ccccc1. RXN SMILES: [C:1]([CH3:2])([CH3:3])([CH3:4])[O:5][C:6]([NH:7][CH:8]([CH2:9][CH2:10][CH2:11][NH2:12])[c:13]1[n:14][c:15]2[cH:16][cH:17][cH:18][c:19]([CH3:30])[c:20]2[c:21](=[O:29])[n:22]1-[c:23]1[cH:24][cH:25][cH:26][cH:27][cH:28]1)=[O:31].[C:35]([CH3:36])([O:37][BH-:38]([O:39][C:40](=[O:41])[CH3:42])[O:43][C:44](=[O:45])[CH3:46])=[O:47].[CH:32]([CH3:33])=[O:34].[Cl:49][CH2:50][CH2:51][Cl:52].[Na+:48]>>[C:1]([CH3:2])([CH3:3])([CH3:4])[O:5][C:6]([NH:7][CH:8]([CH2:9][CH2:10][CH2:11][N:12]([CH2:32][CH3:33])[CH2:35][CH3:36])[c:13]1[n:14][c:15]2[cH:16][cH:17][cH:18][c:19]([CH3:30])[c:20]2[c:21](=[O:29])[n:22]1-[c:23]1[cH:24][cH:25][cH:26][cH:27][cH:28]1)=[O:31].